This data is from the Open Reaction Database (ORD), a public repository of structured organic reaction records. The task is: describe an organic reaction: reactants, conditions, products, and yield The reactants are solution, [H-].[Al+3].[Li+].[H-].[H-].[H-] (lithium aluminum hydride), C(C(C)(C)C)(=O)OC[C@@H](C)[C@H]1CC[C@H]2[C@H](CCC[C@]12C)O[Si](C)(C)C(C)(C)C ((2S)-2-((1R,3aR,4S,7aR)-4-{[tert-butyl(dimethyl)silyl]oxy}-7a-methyloctahydro-1H-inden-1-yl)propyl pivalate). Run in CCOCC (ether), CCOCC (ether). Conditions: temperature -30 celsius, time 10 minute. Yields the product [Si](C)(C)(C(C)(C)C)O[C@@H]1[C@@H]2CC[C@@H]([C@]2(CCC1)C)[C@@H](CO)C ((2S)-2-((1R,3aR,4S,7aR)-4-{[tert-butyl(dimethyl)silyl]oxy}-7a-methyloctahydro-1H-inden-1-yl)propan-1-ol). RXN SMILES: C([O:7][CH2:8][C@H:9]([C@@H:11]1[C@:19]2([CH3:20])[C@H:14]([C@@H:15]([O:21][Si:22]([C:25]([CH3:28])([CH3:27])[CH3:26])([CH3:24])[CH3:23])[CH2:16][CH2:17][CH2:18]2)[CH2:13][CH2:12]1)[CH3:10])(=O)C(C)(C)C.[H-].[Al+3].[Li+].[H-].[H-].[H-]>CCOCC>[Si:22]([O:21][C@H:15]1[CH2:16][CH2:17][CH2:18][C@@:19]2([CH3:20])[C@H:14]1[CH2:13][CH2:12][C@@H:11]2[C@H:9]([CH3:10])[CH2:8][OH:7])([C:25]([CH3:28])([CH3:27])[CH3:26])([CH3:24])[CH3:23] |f:1.2.3.4.5.6|. Procedure details: The compound of Example 10D (6.45 g, 16 mmol) was dissolved in 30 mL of ether and cooled to −30° C.; 35 mL of a 1 N solution of lithium aluminum hydride in ether was added at a rate so as to maintain a constant temperature and a modest rate of gas evolution. The mixture was stirred at −30° C. for 10 minutes, and then it was warmed to 0° C. for 1 hour. The reaction was quenched by the careful addition of ethyl acetate (Caution! Vigorous gas evolution) and stirred for 10 minutes, then quenched wit... Reactants: FC1=CC=C(C=C1)NC1=C(C(=O)NC2=CC=C(C=C2)O)C=CC=C1 (2-(4-fluorophenylamino)-N-(4-hydroxyphenyl)benzamide), NC1=NC=CC(=N1)Cl (2-amino-4-chloropyrimidine), C([O-])([O-])=O.[Cs+].[Cs+] (cesium carbonate), CS(=O)C (DMSO), CS(=O)C (DMSO). The solvent is CCOC(=O)C (EtOAc). Run at temperature 150 celsius. Yields the product NC1=NC=CC(=N1)OC1=CC=C(C=C1)NC(C1=C(C=CC=C1)NC1=CC=C(C=C1)F)=O (N-(4-(2-aminopyrimidin-4-yloxy)phenyl)-2-(4-fluorophenylamino)benzamide). RXN SMILES: [F:1][C:2]1[CH:7]=[CH:6][C:5]([NH:8][C:9]2[CH:24]=[CH:23][CH:22]=[CH:21][C:10]=2[C:11]([NH:13][C:14]2[CH:19]=[CH:18][C:17]([OH:20])=[CH:16][CH:15]=2)=[O:12])=[CH:4][CH:3]=1.[NH2:25][C:26]1[N:31]=[C:30](Cl)[CH:29]=[CH:28][N:27]=1.C(=O)([O-])[O-].[Cs+].[Cs+].CS(C)=O>CCOC(C)=O>[NH2:25][C:26]1[N:31]=[C:30]([O:20][C:17]2[CH:18]=[CH:19][C:14]([NH:13][C:11](=[O:12])[C:10]3[CH:21]=[CH:22][CH:23]=[CH:24][C:9]=3[NH:8][C:5]3[CH:6]=[CH:7][C:2]([F:1])=[CH:3][CH:4]=3)=[CH:15][CH:16]=2)[CH:29]=[CH:28][N:27]=1 |f:2.3.4|. Reported procedure: A mixture of 2-(4-fluorophenylamino)-N-(4-hydroxyphenyl)benzamide (157 mg, 486 μmol), 2-amino-4-chloropyrimidine (60 mg, 463 μmol), and cesium carbonate (302 mg, 926 μmol) in DMSO (2316 μl, 463 μmol) was placed in a microwave pressure vial, the vial was sealed, and the vial (reaction mixture) was heated in a Biotage Microwave to 150° C. for 12 minutes. LCMS analysis indicated that the reaction was complete. Reaction was diluted with EtOAc and washed with sat NaHCO3 (aq). The organic layer was dr...